Dataset: the Open Reaction Database (ORD), a public repository of structured organic reaction records. Task: describe an organic reaction: reactants, conditions, products, and yield The reactants are COC1=C(C=C2CCC(C2=C1)=O)N1CCOCC1 (6-methoxy-5-morpholino-2,3-dihydro-1H-inden-1-one), BrC=1C(=C(C=O)C(=CC1)F)F (3-bromo-2, 6-difluorobenzaldehyde), CC=1C=CC(=CC1)S(=O)(=O)O (PTSA). The solvent is C1(=CC=CC=C1)C (toluene), C(C)(=O)OCC (ethyl acetate). Conditions: temperature 120 celsius, time 6 hour. Yields the product BrC=1C(=C(\C=C/2\C(C3=CC(=C(C=C3C2)N2CCOCC2)OC)=O)C(=CC1)F)F ((E)-2-(3-bromo-2,6-difluorobenzylidene)-6-methoxy-5-morpholino-2,3-dihydro-1H-inden-1-one). Reaction SMILES: [CH3:1][O:2][C:3]1[CH:11]=[C:10]2[C:6]([CH2:7][CH2:8][C:9]2=[O:12])=[CH:5][C:4]=1[N:13]1[CH2:18][CH2:17][O:16][CH2:15][CH2:14]1.[Br:19][C:20]1[C:21]([F:29])=[C:22]([C:25]([F:28])=[CH:26][CH:27]=1)[CH:23]=O.CC1C=CC(S(O)(=O)=O)=CC=1>C1(C)C=CC=CC=1.C(OCC)(=O)C>[Br:19][C:20]1[C:21]([F:29])=[C:22]([C:25]([F:28])=[CH:26][CH:27]=1)/[CH:23]=[C:8]1/[C:9](=[O:12])[C:10]2[C:6]([CH2:7]/1)=[CH:5][C:4]([N:13]1[CH2:14][CH2:15][O:16][CH2:17][CH2:18]1)=[C:3]([O:2][CH3:1])[CH:11]=2. Procedure details: To a solution of 13 (150 mg, 0.607 mmol) in toluene 15 mL was added 3-bromo-2, 6-difluorobenzaldehyde 40 (81.4 mg, 0.607 mmol) and subsequently PTSA (230.9 mg, 1.214 mmol) was added, and stirred at 120° C. for 6 h. The reaction mass was diluted with ethyl acetate and washed with water (3×25 mL). The organic layer was dried over sodium sulphate and concentrated to get the crude compound 41. The crude 41 was purified through flash chromatography by using 100-200 mesh silica gel. The compound (E)-2... Starting materials: C(#N)C=1C=CC2=C(N(C(N2S(=O)(=O)C2=CC=C(C=C2)OC)=O)C(C(=O)OC(C)(C)C)C2=CC=CC=C2)C1 (tert-butyl [6-cyano-3-(4-methoxybenzenesulfonyl)-2-oxo-2,3-dihydrobenzimidazol-1-yl]phenylacetate), FC(C(=O)O)(F)F (trifluoroacetic acid). Solvent: ClCCl (dichloromethane). Product: C(#N)C=1C=CC2=C(N(C(N2S(=O)(=O)C2=CC=C(C=C2)OC)=O)C(C(=O)O)C2=CC=CC=C2)C1 ([6-Cyano-3-(4-methoxybenzenesulfonyl)-2-oxo-2,3-dihydro-benzimidazol-1-yl]phenylacetic acid). As a reaction SMILES: [C:1]([C:3]1[CH:4]=[CH:5][C:6]2[N:10]([S:11]([C:14]3[CH:19]=[CH:18][C:17]([O:20][CH3:21])=[CH:16][CH:15]=3)(=[O:13])=[O:12])[C:9](=[O:22])[N:8]([CH:23]([C:31]3[CH:36]=[CH:35][CH:34]=[CH:33][CH:32]=3)[C:24]([O:26]C(C)(C)C)=[O:25])[C:7]=2[CH:37]=1)#[N:2].FC(F)(F)C(O)=O>ClCCl>[C:1]([C:3]1[CH:4]=[CH:5][C:6]2[N:10]([S:11]([C:14]3[CH:15]=[CH:16][C:17]([O:20][CH3:21])=[CH:18][CH:19]=3)(=[O:13])=[O:12])[C:9](=[O:22])[N:8]([CH:23]([C:31]3[CH:32]=[CH:33][CH:34]=[CH:35][CH:36]=3)[C:24]([OH:26])=[O:25])[C:7]=2[CH:37]=1)#[N:2]. Reported procedure: 1.75 g (3.37 mmol) of tert-butyl [6-cyano-3-(4-methoxybenzenesulfonyl)-2-oxo-2,3-dihydrobenzimidazol-1-yl]phenylacetate (XIIc) were dissolved in dichloromethane (20 ml) and, while stirring at room temperature, trifluoroacetic acid (10 ml) was added. The reaction solution was stirred for 2 h and then the solvent and excess trifluoroacetic acid were removed in vacuo. The residue was taken up again in toluene, concentrated in vacuo and then dried in vacuo. Yield: 1.49 g (96%) of white solid Reactants: CO, COC(=O)C(C)(C)NC(=O)c1cnccn1, CCOC(C)=O, [Li+], [OH-], O. Product: CC(C)(NC(=O)c1cnccn1)C(=O)O. Reaction SMILES: [CH3:19][OH:20].[CH3:1][C:2]([C:3](=[O:4])[O:5][CH3:6])([CH3:7])[NH:8][C:9](=[O:10])[c:11]1[n:12][cH:13][cH:14][n:15][cH:16]1.[CH3:22][CH2:23][O:24][C:25]([CH3:26])=[O:27].[Li+:18].[OH-:17].[OH2:21]>>[CH3:1][C:2]([C:3](=[O:4])[OH:5])([CH3:7])[NH:8][C:9](=[O:10])[c:11]1[n:12][cH:13][cH:14][n:15][cH:16]1. As a reaction SMILES: [C:1]([C:4]1[CH:17]=[CH:16][C:7]2[O:8][CH2:9][CH:10](S(C)(=O)=O)[CH2:11][C:6]=2[C:5]=1[OH:18])(=[O:3])[CH3:2].[OH:19][C:20]1[CH:25]=[CH:24][C:23]([CH2:26][C:27]([O:29][CH3:30])=[O:28])=[CH:22][C:21]=1[CH2:31][CH2:32][CH3:33].[H-].[Na+].C1OCCOCCOCCOCCOC1.[H][H].Cl>C1(C)C=CC=CC=1>[C:1]([C:4]1[CH:17]=[CH:16][C:7]2[O:8][CH2:9][CH:10]([O:19][C:20]3[CH:25]=[CH:24][C:23]([CH2:26][C:27]([O:29][CH3:30])=[O:28])=[CH:22][C:21]=3[CH2:31][CH2:32][CH3:33])[CH2:11][C:6]=2[C:5]=1[OH:18])(=[O:3])[CH3:2] |f:2.3|. Product: C(C)(=O)C1=C(C2=C(OCC(C2)OC2=C(C=C(C=C2)CC(=O)OC)CCC)C=C1)O (6-Acetyl-5-hydroxy-3-(4-(2-methoxy-2-oxoethyl)-2-propylphenoxy)-2,3-dihydro[4H]benzo[b]pyran). Reactants: Cl (HCl), C1COCCOCCOCCOCCO1 (15-Crown-5), [H][H] (hydrogen), C(C)(=O)C1=C(C2=C(OCC(C2)S(=O)(=O)C)C=C1)O (6-Acetyl-5-hydroxy-3-methanesulfonyl-2,3-dihydro[4H]-benzo[b]pyran), OC1=C(C=C(C=C1)CC(=O)OC)CCC (methyl 4-hydroxy-3-propylphenylacetate), [H-].[Na+] (sodium hydride). Run in C1(=CC=CC=C1)C (toluene). Procedure: The compound of Example 9 (1.13 g), methyl 4-hydroxy-3-propylphenylacetate (800 mg) and sodium hydride (59%, 320 mg) in dry toluene (50 ml) were stirred at room temperature under nitrogen for 30 minutes in an ultrasonic bath. 15-Crown-5 (about 1.5 ml) was added slowly until hydrogen evolution ceased. The reaction mixture was then heated at 110° for 15 minutes. The reaction was cooled to room temperature and poured into a mixture of ice and 1N HCl. The ice mixture was extracted with ethyl acetate... Starting materials: [N+](=O)([O-])C1=C(C=NO)C=CC=C1 (o-nitrobenzaldoxime), C(C)(=O)O (acetic acid), [OH-].[Na+] (sodium hydroxide), [H][H] (hydrogen). Reagents/catalysts: [Pd] (Pd-C). The solvent is O1CCCC1 (tetrahydrofurane). Reaction conditions: time 7 hour. Yields the product NC1=C(CN)C=CC=C1 (o-aminobenzylamine). The yield is 79.4%. As a reaction SMILES: [N+:1]([C:4]1[CH:12]=[CH:11][CH:10]=[CH:9][C:5]=1[CH:6]=[N:7]O)([O-])=O.C(O)(=O)C.[H][H].[OH-].[Na+]>[Pd].O1CCCC1>[NH2:1][C:4]1[CH:12]=[CH:11][CH:10]=[CH:9][C:5]=1[CH2:6][NH2:7] |f:3.4|. Procedure details: 16.6 g (0.1 mol) of this o-nitrobenzaldoxime, 0.83 g of a 5% Pd-C catalyst, 12 g (0.2 mol) of glacial acetic acid and 100 ml of tetrahydrofurane were charged into a hermetically sealed glass container and stirred vigorously while charging hydrogen. Reaction was continued at temperatures of 25°-35° C. for 7 hours. After the reaction, the resulting mixture was filtered to remove the catalyst, was added with 8 g (0.2 mol) of sodium hydroxide and was subject to distillation. Thus, 9.7 g of o-aminobe... Starting materials: C(C)(C)(C)OC(=O)N1CCN(CC1)C1=C(C=C(C=C1)[N+](=O)[O-])F (4-(2-fluoro-4-nitro-phenyl)-piperazine-1-carboxylic acid tert-butyl ester), [H][H] (hydrogen). The reagents and catalysts are [Pd] (Pd/C). The solvent is CCO (EtOH). Reaction conditions: time 2.5 hour. Product: C(C)(C)(C)OC(=O)N1CCN(CC1)C1=C(C=C(C=C1)N)F (4-(4-Amino-2-fluoro-phenyl)-piperazine-1-carboxylic acid tert-butyl ester). RXN SMILES: [C:1]([O:5][C:6]([N:8]1[CH2:13][CH2:12][N:11]([C:14]2[CH:19]=[CH:18][C:17]([N+:20]([O-])=O)=[CH:16][C:15]=2[F:23])[CH2:10][CH2:9]1)=[O:7])([CH3:4])([CH3:3])[CH3:2].[H][H]>CCO.[Pd]>[C:1]([O:5][C:6]([N:8]1[CH2:13][CH2:12][N:11]([C:14]2[CH:19]=[CH:18][C:17]([NH2:20])=[CH:16][C:15]=2[F:23])[CH2:10][CH2:9]1)=[O:7])([CH3:4])([CH3:2])[CH3:3]. Reported procedure: A solution of 4-(2-fluoro-4-nitro-phenyl)-piperazine-1-carboxylic acid tert-butyl ester (9.30 g, 28.6 mmol) in EtOH (80 mL) was treated with hydrogen (H2, 50 psi) in the presence of 10% Pd/C (0.50 g). After 2.5 h, the reaction mixture was filtered and the filtrate was concentrated to yield the title compound. The reactants are BrC1=CC=C(C(=O)NC2=CC=C3C=CC=NC3=C2)C=C1 (4-bromo-N-quinolin-7-ylbenzamide), ClC=1C=CC(=C(C1)B(O)O)OC (5-chloro-2-methoxyphenylboronic acid). The product is ClC=1C=CC(=C(C1)C1=CC=C(C=C1)C(=O)NC1=CC=C2C=CC=NC2=C1)OC (5′-Chloro-2′-methoxy-N-quinolin-7-yl-1,1′-biphenyl-4-carboxamide). RXN SMILES: Br[C:2]1[CH:20]=[CH:19][C:5]([C:6]([NH:8][C:9]2[CH:18]=[C:17]3[C:12]([CH:13]=[CH:14][CH:15]=[N:16]3)=[CH:11][CH:10]=2)=[O:7])=[CH:4][CH:3]=1.[Cl:21][C:22]1[CH:23]=[CH:24][C:25]([O:31][CH3:32])=[C:26](B(O)O)[CH:27]=1>>[Cl:21][C:22]1[CH:27]=[CH:26][C:25]([O:31][CH3:32])=[C:24]([C:2]2[CH:20]=[CH:19][C:5]([C:6]([NH:8][C:9]3[CH:18]=[C:17]4[C:12]([CH:13]=[CH:14][CH:15]=[N:16]4)=[CH:11][CH:10]=3)=[O:7])=[CH:4][CH:3]=2)[CH:23]=1. Procedure details: Using the procedure outlined in Example 58, the title compound was prepared from 4-bromo-N-quinolin-7-ylbenzamide (Example 82) (65 mg, 0.199 mmol) and 5-chloro-2-methoxyphenylboronic acid (42 mg, 0.22 mmol) as a colourless gum. 1H NMR (400 MHz, CDCl3) δ (ppm): 8.91 (dd, 1H), 8.18 (d, 1H), 8.13 (m, 3H), 7.98, (d, 2H), 7.86 (d, 1H), 7.66 (d, 2H), 7.36 (dd, 2H), 7.32 (m, 2H), 6.94 (d, 1H), 3.82 (s, 3H). The yield is 14.3%. Yields the product COC(=O)C1=C(C2=C(C=3C=CC(=CC3S2)C(NCC2=CC=CC=C2)=O)S1)OCC(=O)OCC (6-benzylcarbamoyl-1-ethoxycarbonylmethoxy-3,8-dithia-cyclopenta[a]indene-2-carboxylic acid methyl ester). The reactants are COC(=O)C1=C(C2=C(C=3C=CC(=CC3S2)C(=O)O)S1)OCC(=O)OCC (1-ethoxycarbonylmethoxy-3,8-dithia-cyclopenta[a]indene-2,6-dicarboxylic acid 2-methyl ester), C(=O)(N1C=NC=C1)N1C=NC=C1 (carbonyldiimidazole), C(C1=CC=CC=C1)N (Benzylamine). Run in C1CCOC1 (THF). Reaction conditions: temperature 60 celsius, time 1.5 hour. RXN SMILES: [CH3:1][O:2][C:3]([C:5]1[S:19][C:8]2[C:9]3[CH:10]=[CH:11][C:12]([C:16]([OH:18])=O)=[CH:13][C:14]=3[S:15][C:7]=2[C:6]=1[O:20][CH2:21][C:22]([O:24][CH2:25][CH3:26])=[O:23])=[O:4].C(N1C=CN=C1)(N1C=CN=C1)=O.[CH2:39]([NH2:46])[C:40]1[CH:45]=[CH:44][CH:43]=[CH:42][CH:41]=1>C1COCC1>[CH3:1][O:2][C:3]([C:5]1[S:19][C:8]2[C:9]3[CH:10]=[CH:11][C:12]([C:16](=[O:18])[NH:46][CH2:39][C:40]4[CH:45]=[CH:44][CH:43]=[CH:42][CH:41]=4)=[CH:13][C:14]=3[S:15][C:7]=2[C:6]=1[O:20][CH2:21][C:22]([O:24][CH2:25][CH3:26])=[O:23])=[O:4]. Procedure details: 1-ethoxycarbonylmethoxy-3,8-dithia-cyclopenta[a]indene-2,6-dicarboxylic acid 2-methyl ester (49 mg, 0.13 mmol) and carbonyldiimidazole (25 mg, 0.15 mmol) were dissolved in THF (6 ml). After stirring for 1.5 hr at 60° C., the reaction was cooled to RT. Benzylamine (30 μl, 0.27 mmol, 2.1 equiv) was added and stirred for 3 hr. Removal of solvent followed by column chromatography yielded 9mg (15%) of 6-benzylcarbamoyl-1-ethoxycarbonylmethoxy-3,8-dithia-cyclopenta[a]indene-2-carboxylic acid methyl es... The reactants are C(\C=C\C)(=O)[O-] (crotonate), Cl (HCl), ClC=1C(=CC(=C(C=O)C1)O)F (5-chloro-4-fluoro-2-hydroxybenzaldehyde), C(=O)([O-])[O-].[K+].[K+] (K2CO3), FC(/C=C/C(=O)OCC)(F)F (ethyl trifluorocrotonate). Solvent: CN(C)C=O (DMF). Conditions: temperature 70 celsius, time 2 hour. Yields the product ClC=1C=C2C=C(C(OC2=CC1F)C(F)(F)F)C(=O)OCC (ethyl 6-chloro-7-fluoro-2-(trifluoromethyl)-2H-chromene-3-carboxylate). Yield: 58.8%. RXN SMILES: [Cl:1][C:2]1[C:3]([F:11])=[CH:4][C:5]([OH:10])=[C:6]([CH:9]=1)[CH:7]=O.C([O-])([O-])=O.[K+].[K+].[F:18][C:19]([F:28])([F:27])/[CH:20]=[CH:21]/[C:22]([O:24][CH2:25][CH3:26])=[O:23].C([O-])(=O)/C=C/C.Cl>CN(C=O)C>[Cl:1][C:2]1[CH:9]=[C:6]2[C:5](=[CH:4][C:3]=1[F:11])[O:10][CH:20]([C:19]([F:18])([F:28])[F:27])[C:21]([C:22]([O:24][CH2:25][CH3:26])=[O:23])=[CH:7]2 |f:1.2.3|. Procedure details: To the aldehyde (17.46 g, 100 mmole) from Step 1 in DMF (25 mL) was added K2CO3 (15.2 g, 110 mmole). The mixture was stirred, heated to 70° C. and treated with ethyl trifluorocrotonate (22.4 mL, 150 mmole). After 2 h, the mixture was heated to 95° C. After a total of 4 h, an additional 16 mL of crotonate was added and the mixture allowed to stir for 4 h at 95° C. and an additional 12 h at r.t. The reaction was complete by LCMS. This mixture was treated with 300 mL of 1N HCl and extracted 4× with...